The task is: describe an organic reaction: reactants, conditions, products, and yield. This data is from the Open Reaction Database (ORD), a public repository of structured organic reaction records. Reactants: C1C=CC=C2C3=C(C4=C5C6=C(C7=C(C5=CC4=C21)C=CC=C7)C=CC=C6)C=CC=C3 (1H-Tetrabenzo[a,c,g,i]fluorene), [OH-].C(CCC)[N+](CCCC)(CCCC)CCCC (Tetrabutylammonium hydroxide), C(C)OC(C1=CC=C(C=C1)OCCCCCCCCCCBr)=O (4-(10-Bromo-decyloxy)-benzoic acid ethyl ester). Solvent: C(C)OCC (diethyl ether), O1CCOCC1 (dioxane), O1CCOCC1 (dioxane), C(C)OCC (diethyl ether). Product: C1=CC=CC2=C3C(=C4C5=C6C(=C7C(=C5C(C4=C21)CCCCCCCCCCOC2=CC=C(C(=O)OCC)C=C2)C=CC=C7)C=CC=C6)C=CC=C3 (Ethyl 4-[[10-(17H-tetrabenzo[a,c,g,i]fluoren-17-yl)decyl]oxy]benzoate). As a reaction SMILES: [CH2:1]1[C:17]2[C:5]([C:6]3[CH:29]=[CH:28][CH:27]=[CH:26][C:7]=3[C:8]3[C:16]=2[CH:15]=[C:14]2[C:9]=3[C:10]3[CH:25]=[CH:24][CH:23]=[CH:22][C:11]=3[C:12]3[CH:21]=[CH:20][CH:19]=[CH:18][C:13]=32)=[CH:4][CH:3]=[CH:2]1.[OH-].C([N+](CCCC)(CCCC)CCCC)CCC.[CH2:48]([O:50][C:51](=[O:70])[C:52]1[CH:57]=[CH:56][C:55]([O:58][CH2:59][CH2:60][CH2:61][CH2:62][CH2:63][CH2:64][CH2:65][CH2:66][CH2:67][CH2:68]Br)=[CH:54][CH:53]=1)[CH3:49]>O1CCOCC1.C(OCC)C>[CH:18]1[C:13]2[C:12](=[C:11]3[CH:22]=[CH:23][CH:24]=[CH:25][C:10]3=[C:9]3[C:14]=2[CH:15]([CH2:68][CH2:67][CH2:66][CH2:65][CH2:64][CH2:63][CH2:62][CH2:61][CH2:60][CH2:59][O:58][C:55]2[CH:56]=[CH:57][C:52]([C:51]([O:50][CH2:48][CH3:49])=[O:70])=[CH:53][CH:54]=2)[C:16]2[C:8]3=[C:7]3[CH:26]=[CH:27][CH:28]=[CH:29][C:6]3=[C:5]3[CH:4]=[CH:3][CH:2]=[CH:1][C:17]3=2)[CH:21]=[CH:20][CH:19]=1 |f:1.2|. Reported procedure: 1H-Tetrabenzo[a,c,g,i]fluorene (13) (2.08 g, 5.68 mmol) was suspended in degassed dioxane 80 mL) and heated to reflux under an atmosphere of nitrogen. Tetrabutylammonium hydroxide (40% w/w in H2O, 3.50 g, 5.41 mmol) was added as a solution in dioxane (20 mL) via syringe which was then washed with dioxane (2×5 mL). A yellow precipitate formed immediately which was filtered under nitrogen and washed with warm dioxane (100 mL) and diethyl ether (100 mL). The salt was resuspended in dioxane (100 mL)... The reactants are C1CCNCC1, CO, O=C(O)CCC1(c2ccc(Cl)c(Cl)c2)CCC(=O)NC1=O, Cl, O. Product: NC(=O)C(CCC(=O)O)(CCC(=O)N1CCCCC1)c1ccc(Cl)c(Cl)c1. RXN SMILES: [CH2:24]1[CH2:25][CH2:26][NH:27][CH2:28][CH2:29]1.[CH3:22][OH:23].[Cl:1][c:2]1[cH:3][c:4]([C:9]2([CH2:17][CH2:18][C:19](=[O:20])[OH:21])[C:10](=[O:16])[NH:11][C:12](=[O:15])[CH2:13][CH2:14]2)[cH:5][cH:6][c:7]1[Cl:8].[ClH:30].[OH2:31]>>[Cl:1][c:2]1[cH:3][c:4]([C:9]([C:10]([NH2:11])=[O:16])([CH2:14][CH2:13][C:12](=[O:15])[N:27]2[CH2:26][CH2:25][CH2:24][CH2:29][CH2:28]2)[CH2:17][CH2:18][C:19](=[O:20])[OH:21])[cH:5][cH:6][c:7]1[Cl:8]. Reactants: COC(C1=CN=C(C=C1)N1C=NC(=C1)C=1C(=NOC1C(F)(F)F)C1=CC=C(C=C1)F)=O (6-{4-[3-(4-fluoro-phenyl)-5-trifluoromethyl-isoxazol-4-yl]-imidazol-1-yl}-nicotinic acid methyl ester), FC(CN)(F)F (2,2,2-trifluoroethylamine). Product: FC1=CC=C(C=C1)C1=NOC(=C1C=1N=CN(C1)C1=NC=C(C(=O)NCC(F)(F)F)C=C1)C(F)(F)F (6-{4-[3-(4-Fluoro-phenyl)-5-trifluoromethyl-isoxazol-4-yl]-imidazol-1-yl}-N-(2,2,2-trifluoro-ethyl)-nicotinamide). The yield is 95.8%. Reaction SMILES: C[O:2][C:3](=O)[C:4]1[CH:9]=[CH:8][C:7]([N:10]2[CH:14]=[C:13]([C:15]3[C:16]([C:24]4[CH:29]=[CH:28][C:27]([F:30])=[CH:26][CH:25]=4)=[N:17][O:18][C:19]=3[C:20]([F:23])([F:22])[F:21])[N:12]=[CH:11]2)=[N:6][CH:5]=1.[F:32][C:33]([F:37])([F:36])[CH2:34][NH2:35]>>[F:30][C:27]1[CH:28]=[CH:29][C:24]([C:16]2[C:15]([C:13]3[N:12]=[CH:11][N:10]([C:7]4[CH:8]=[CH:9][C:4]([C:3]([NH:35][CH2:34][C:33]([F:37])([F:36])[F:32])=[O:2])=[CH:5][N:6]=4)[CH:14]=3)=[C:19]([C:20]([F:23])([F:21])[F:22])[O:18][N:17]=2)=[CH:25][CH:26]=1. Procedure: As described for Example 38b, 6-{4-[3-(4-fluoro-phenyl)-5-trifluoromethyl-isoxazol-4-yl]-imidazol-1-yl}-nicotinic acid methyl ester (100 mg, 0.23 mmol), was converted, using 2,2,2-trifluoroethylamine (74.19 μL, 0.9 mmol) instead of cyclopropanemethylamine, to the title compound (110 mg, 95%) which was obtained as a white solid. MS: m/e=499.8 [M+H]+. The reactants are N (ammonia), COC(=O)OC1=CC=C(C(=O)OC2=CC3=C(C=CC(O3)=O)C=C2)C=C1 (2-oxo-2H-1-benzopyran-7-yl 4-methoxycarbonyloxybenzoate). Solvent: C(C)O (ethanol). Conditions: time 2 hour. Product: OC1=CC=C(C(=O)OC2=CC3=C(C=CC(O3)=O)C=C2)C=C1 (2-oxo-2H-1-benzopyran-7-yl 4-hydroxybenzoate). The yield is 93.9%. As a reaction SMILES: N.COC([O:6][C:7]1[CH:26]=[CH:25][C:10]([C:11]([O:13][C:14]2[CH:24]=[CH:23][C:17]3[CH:18]=[CH:19][C:20](=[O:22])[O:21][C:16]=3[CH:15]=2)=[O:12])=[CH:9][CH:8]=1)=O>C(O)C>[OH:6][C:7]1[CH:8]=[CH:9][C:10]([C:11]([O:13][C:14]2[CH:24]=[CH:23][C:17]3[CH:18]=[CH:19][C:20](=[O:22])[O:21][C:16]=3[CH:15]=2)=[O:12])=[CH:25][CH:26]=1. Reported procedure: 50 ml of saturated ethanolic ammonia solution is added dropwise to a solution of 12.2 g of 2-oxo-2H-1-benzopyran-7-yl 4-methoxycarbonyloxybenzoate in 200 ml of ethanol. The reaction mixture is stirred for two hours, evaporated down and taken up in 100 ml diethyl ether. This solution is washed with water, dried, filtered to remove inorganic material and the filtrate evaporated down. The residue is purified by column chromatography on silica gel using hexane/ethyl acetate (1/1 v/v) as eluent and r... Starting materials: ClC1=CC=C(C=2C(C3=C(C=CC=C3C(C12)=O)OCC1=C(C=C(C=C1C)C)C)=O)Cl (1,4-dichloro-5-[(2,4,6-trimethylphenyl)methoxy]-9,10-anthracenedione), N(N)CCNCCO (2-[(2-hydrazinoethyl)amino]ethanol), C(C)(C)N(C(C)C)CC (N,N-diisopropylethylamine). Run in C(C)#N (acetonitrile). The product is ClC=1C=CC=2N(N=C3C2C1C(C1=C(C=CC=C13)OCC1=C(C=C(C=C1C)C)C)=O)CCNCCO (5-Chloro-2-[2-[(2-hydroxyethyl)amino]ethyl]-7-[(2,4,6-trimethylphenyl)methoxy]anthra[1,9-cd]pyrazol-6(2H)-one). RXN SMILES: Cl[C:2]1[C:15]2[C:14](=O)[C:13]3[C:8](=[C:9]([O:17][CH2:18][C:19]4[C:24]([CH3:25])=[CH:23][C:22]([CH3:26])=[CH:21][C:20]=4[CH3:27])[CH:10]=[CH:11][CH:12]=3)[C:7](=[O:28])[C:6]=2[C:5]([Cl:29])=[CH:4][CH:3]=1.[NH:30]([CH2:32][CH2:33][NH:34][CH2:35][CH2:36][OH:37])[NH2:31].C(N(CC)C(C)C)(C)C>C(#N)C>[Cl:29][C:5]1[CH:4]=[CH:3][C:2]2[N:30]([CH2:32][CH2:33][NH:34][CH2:35][CH2:36][OH:37])[N:31]=[C:14]3[C:13]4[C:8](=[C:9]([O:17][CH2:18][C:19]5[C:24]([CH3:25])=[CH:23][C:22]([CH3:26])=[CH:21][C:20]=5[CH3:27])[CH:10]=[CH:11][CH:12]=4)[C:7](=[O:28])[C:6]=1[C:15]=23. Procedure: A mechanically stirred mixture of 310 g (0.73 mol) of 1,4-dichloro-5-[(2,4,6-trimethylphenyl)methoxy]-9,10-anthracenedione, 260 g (2.19 mol) of 2-[(2-hydrazinoethyl)amino]ethanol, 381 ml (2.19 mol) of N,N-diisopropylethylamine, and 4.8 l of acetonitrile was heated at reflux for 22 hr. The cooled mixture was concentrated in vacuo to leave a residue, showing a ~1:4 ratio of 12:13, that was triturated with water. The solids were collected by filtration, washed with methanol, and dried at 220 mm/50°... Reactants: ClC1=CC=C(C=C1)C(C1=C(C=CC(=C1)CC)O)=NO (4'-Chloro-5-ethyl-2-hydroxybenzophenone-oxime), oxime mono-acetate. Run in C(C)(=O)OC(C)=O (acetic anhydride). Yields the product ClC1=CC=C(C=C1)C1=NOC2=C1C=C(C=C2)CC (3-(4-Chlorophenyl)5-ethyl-1,2-benzisoxazole). The yield is 7.3%. RXN SMILES: [Cl:1][C:2]1[CH:7]=[CH:6][C:5]([C:8](=[N:18][OH:19])[C:9]2[CH:14]=[C:13]([CH2:15][CH3:16])[CH:12]=[CH:11][C:10]=2O)=[CH:4][CH:3]=1>C(OC(=O)C)(=O)C>[Cl:1][C:2]1[CH:3]=[CH:4][C:5]([C:8]2[C:9]3[CH:14]=[C:13]([CH2:15][CH3:16])[CH:12]=[CH:11][C:10]=3[O:19][N:18]=2)=[CH:6][CH:7]=1. Procedure: 4'-Chloro-5-ethyl-2-hydroxybenzophenone-oxime (22.0g) was dissolved in hot acetic anhydride (45ml) and immediately cooled, causing the oxime mono-acetate to crystallise. This was filtered and dried (19.7g) m.p. 105°C. The oxime mono-acetate (19.0g) and sodium carbonate (13.3g) were heated together in triglyme, under reflux, for 30 minutes. On cooling, the mixture was poured into water (1.0l.) this was extracted with ether (3×250ml). The combined ether extracts were washed with water (3×250ml) an... The reactants are CC(C)(C)OC(=O)NC1C=C(c2ccncc2[N+](=O)[O-])CCC1OS(C)(=O)=O, c1ccncc1. Yields the product O=C1NC2C=C(c3ccncc3[N+](=O)[O-])CCC2O1. Reaction SMILES: [CH3:1][S:2]([O:3][CH:6]1[CH:7]([NH:21][C:22](=[O:23])[O:24][C:4]([CH3:5])([CH3:25])[CH3:26])[CH:8]=[C:9]([c:12]2[c:13]([N+:18](=[O:19])[O-:20])[cH:14][n:15][cH:16][cH:17]2)[CH2:10][CH2:11]1)(=[O:27])=[O:28].[cH:29]1[cH:30][cH:31][n:32][cH:33][cH:34]1>>[CH:6]12[CH:7]([CH:8]=[C:9]([c:12]3[c:13]([N+:18](=[O:19])[O-:20])[cH:14][n:15][cH:16][cH:17]3)[CH2:10][CH2:11]1)[NH:21][C:22](=[O:23])[O:24]2. Reactants: O1COC2=CC3=C(N=C(N3)S)C=C21 (5H-1,3-dioxolo[4,5-f]benzimidazole-6-thiol), Cl.ClCC1=NC=C(C(=C1C)OCC)C (2-chloromethyl-4-ethoxy-3,5-dimethylpyridine hydrochloride), [OH-].[Na+] (sodium hydroxide). Solvent: C(C)O (ethanol), O (water). The product is C(C)OC1=C(C(=NC=C1C)CSC=1NC2=C(N1)C=C1C(=C2)OCO1)C (6-[[(4-ethoxy-3,5-dimethyl-2-pyridyl)methyl]thio]-5H-1,3-dioxolo [4,5-f]benzimidazole). As a reaction SMILES: [O:1]1[C:13]2[C:4](=[CH:5][C:6]3[NH:10][C:9]([SH:11])=[N:8][C:7]=3[CH:12]=2)[O:3][CH2:2]1.Cl.Cl[CH2:16][C:17]1[C:22]([CH3:23])=[C:21]([O:24][CH2:25][CH3:26])[C:20]([CH3:27])=[CH:19][N:18]=1.[OH-].[Na+]>C(O)C.O>[CH2:25]([O:24][C:21]1[C:20]([CH3:27])=[CH:19][N:18]=[C:17]([CH2:16][S:11][C:9]2[NH:10][C:6]3[CH:5]=[C:4]4[O:3][CH2:2][O:1][C:13]4=[CH:12][C:7]=3[N:8]=2)[C:22]=1[CH3:23])[CH3:26] |f:1.2,3.4|. Procedure: 5.82 g of 5H-1,3-dioxolo[4,5-f]benzimidazole-6-thiol were suspended in 200 ml of ethanol and the suspension was treated with 7.1 g of 2-chloromethyl-4-ethoxy-3,5-dimethylpyridine hydrochloride while cooling with ice. Thereafter, a solution of 2.4 g of sodium hydroxide in 100 ml of water was added dropwise thereto, the mixture was left to boil at reflux overnight and subsequently evaporated to dryness in vacuo. The residue was dissolved in 500 ml of methylene chloride. The solution was washed fir... Starting materials: C([O-])([O-])=O.[K+].[K+] (potassium carbonate), C(C=C)Br (allyl bromide), C([O-])([O-])=O.[K+].[K+] (potassium carbonate), C(C=C)Br (allyl bromide), OC1=C2C(CC(OC2=CC(=C1)O)(C)C)=O (5,7-dihydroxy-2,2-dimethyl-4-oxochromane), C([O-])([O-])=O.[K+].[K+] (potassium carbonate), C(C=C)Br (allyl bromide), C([O-])([O-])=O.[K+].[K+] (potassium carbonate), C(C=C)Br (allyl bromide). The solvent is CC(=O)C (acetone). Reaction conditions: time 24 hour. Product: C(C=C)OC1=CC(=C2C(CC(OC2=C1)(C)C)=O)O (7-Allyloxy-5-hydroxy-2,2-dimethyl-4-oxochromane). Yield: 86.5%. As a reaction SMILES: [OH:1][C:2]1[CH:11]=[C:10]([OH:12])[CH:9]=[C:8]2[C:3]=1[C:4](=[O:15])[CH2:5][C:6]([CH3:14])([CH3:13])[O:7]2.C(=O)([O-])[O-].[K+].[K+].[CH2:22](Br)[CH:23]=[CH2:24]>CC(C)=O>[CH2:24]([O:12][C:10]1[CH:9]=[C:8]2[C:3]([C:4](=[O:15])[CH2:5][C:6]([CH3:13])([CH3:14])[O:7]2)=[C:2]([OH:1])[CH:11]=1)[CH:23]=[CH2:22] |f:1.2.3|. Procedure: 2.81 g of 5,7-dihydroxy-2,2-dimethyl-4-oxochromane was dissolved in 60 ml of acetone. Thereafter, 2.05 g of potassium carbonate and 1.80 g of allyl bromide were added to the reaction solution, and the obtained mixture was then stirred at room temperature for 24 hours. Thereafter, 0.20 g of potassium carbonate and 0.18 g of allyl bromide were further added to the reaction solution, and the obtained mixture was then stirred at room temperature for 10 hours. Thereafter, 0.20 g of potassium carbonat... Starting materials: N(C(=N)N)C=1C=C(C=CC1)C1=CC=C(S1)C(=O)NCC(C(=O)N)(NS(=O)(=O)C1=C(C=C(C=C1C)C)C)CCOC(C)=O (3-{[5-(3-Guanidino-phenyl)-thiophene-2-carbonyl]-amino}-2-(2,4,6-trimethyl-benzenesulfonylamino)-2-acetoxyethyl propionamide), N (ammonia), N(C(=N)N)C=1C=C(C=CC1)C1=CC=C(S1)C(=O)NCC(C(=O)N)(NS(=O)(=O)C1=C(C=C(C=C1C)C)C)CCO (3-{[5-(3-Guanidino-phenyl)-thiophene-2-carbonyl]-amino}-2-(2,4,6-trimethyl-benzenesulfonylamino)-2-hydroxyethyl propionamide). Product: NCC(C(=O)NCCOC(C)=O)NS(=O)(=O)C1=C(C=C(C=C1C)C)C (Acetic acid 2-[3-amino-2-(2,4,6-trimethyl-benzenesulfonylamino)-propionylamino]-ethyl ester). RXN SMILES: N(C1C=C(C2SC(C(NCC([CH2:37][CH2:38][O:39][C:40](=[O:42])[CH3:41])(NS(C3C(C)=CC(C)=CC=3C)(=O)=O)C(N)=O)=O)=CC=2)C=CC=1)C(N)=N.N.N(C1C=C(C2SC(C([NH:61][CH2:62][C:63](CCO)([NH:67][S:68]([C:71]3[C:76]([CH3:77])=[CH:75][C:74]([CH3:78])=[CH:73][C:72]=3[CH3:79])(=[O:70])=[O:69])[C:64]([NH2:66])=[O:65])=O)=CC=2)C=CC=1)C(N)=N>>[NH2:61][CH2:62][CH:63]([NH:67][S:68]([C:71]1[C:72]([CH3:79])=[CH:73][C:74]([CH3:78])=[CH:75][C:76]=1[CH3:77])(=[O:69])=[O:70])[C:64]([NH:66][CH2:37][CH2:38][O:39][C:40](=[O:42])[CH3:41])=[O:65]. Reported procedure: 3-{[5-(3-Guanidino-phenyl)-thiophene-2-carbonyl]-amino}-2-(2,4,6-trimethyl-benzenesulfonylamino)-2-acetoxyethyl propionamide (X-9) was treated with excess methanolic ammonia resulting in the formation of 3-{[5-(3-Guanidino-phenyl)-thiophene-2-carbonyl]-amino}-2-(2,4,6-trimethyl-benzenesulfonylamino)-2-hydroxyethyl propionamide (X-9).